From a dataset of the Open Reaction Database (ORD), a public repository of structured organic reaction records. describe an organic reaction: reactants, conditions, products, and yield Starting materials: NC1=C(C=C(C=C1)F)C(CCl)=O (2'-amino-2-chloro-5'-fluoroacetophenone), [Na+].[I-] (NaI). The solvent is CC#N (CH3CN). Run at time 45 minute. Product: NC1=C(C=C(C=C1)F)C(CI)=O (2'-amino-5'-fluoro-2-iodoacetophenone). Isolated yield 85.9%. As a reaction SMILES: [NH2:1][C:2]1[CH:7]=[CH:6][C:5]([F:8])=[CH:4][C:3]=1[C:9](=[O:12])[CH2:10]Cl.[Na+].[I-:14]>CC#N>[NH2:1][C:2]1[CH:7]=[CH:6][C:5]([F:8])=[CH:4][C:3]=1[C:9](=[O:12])[CH2:10][I:14] |f:1.2|. Reported procedure: To a solution of 23.463 g (125.069 mM) of 2'-amino-2-chloro-5'-fluoroacetophenone in 436 ml of CH3CN is added 56.2 g (375.2 mM) of NaI, and the mixture is stirred at room temperature for 45 min. and concentrated under reduced pressure. The resulting residue is dissolved in ethyl acetate, washed with aqueous Na2S2O3, and brine in order, dried and concentrated to give 29.97 g (Yield: 85.9%) of 2'-amino-5'-fluoro-2-iodoacetophenone as yellow crystals. Yields the product CC(=O)NC(C)c1ccc(N2CC(Oc3ccnc(N4CCOCC4)n3)C2)cc1. Reactants: Clc1ccnc(N2CCOCC2)n1, [H-], [Na+], CN(C)C=O, O, CC(=O)NC(C)c1ccc(N2CC(O)C2)cc1. As a reaction SMILES: [Cl:1][c:2]1[n:3][c:4]([N:8]2[CH2:9][CH2:10][O:11][CH2:12][CH2:13]2)[n:5][cH:6][cH:7]1.[H-:32].[Na+:31].[O:34]=[CH:35][N:36]([CH3:37])[CH3:38].[OH2:33].[OH:14][CH:15]1[CH2:16][N:17]([c:19]2[cH:20][cH:21][c:22]([CH:25]([CH3:26])[NH:27][C:28]([CH3:29])=[O:30])[cH:23][cH:24]2)[CH2:18]1>>[c:2]1([O:14][CH:15]2[CH2:16][N:17]([c:19]3[cH:20][cH:21][c:22]([CH:25]([CH3:26])[NH:27][C:28]([CH3:29])=[O:30])[cH:23][cH:24]3)[CH2:18]2)[n:3][c:4]([N:8]2[CH2:9][CH2:10][O:11][CH2:12][CH2:13]2)[n:5][cH:6][cH:7]1. The reactants are COC(=O)CCc1ccc(CO)cc1C, [H-], Cc1nc(-c2ccc(C(F)(F)F)cc2)sc1CI, [Na+], CN(C)C=O. Yields the product COC(=O)CCc1ccc(COCc2sc(-c3ccc(C(F)(F)F)cc3)nc2C)cc1C. As a reaction SMILES: [CH3:19][O:20][C:21]([CH2:22][CH2:23][c:24]1[c:25]([CH3:32])[cH:26][c:27]([CH2:30][OH:31])[cH:28][cH:29]1)=[O:33].[H-:34].[I:1][CH2:2][c:3]1[c:4]([CH3:18])[n:5][c:6](-[c:8]2[cH:9][cH:10][c:11]([C:14]([F:15])([F:16])[F:17])[cH:12][cH:13]2)[s:7]1.[Na+:35].[O:36]=[CH:37][N:38]([CH3:39])[CH3:40]>>[CH2:2]([c:3]1[c:4]([CH3:18])[n:5][c:6](-[c:8]2[cH:9][cH:10][c:11]([C:14]([F:15])([F:16])[F:17])[cH:12][cH:13]2)[s:7]1)[O:31][CH2:30][c:27]1[cH:26][c:25]([CH3:32])[c:24]([CH2:23][CH2:22][C:21]([O:20][CH3:19])=[O:33])[cH:29][cH:28]1. Reactants: ClCC1=C2C(=NC=C1)N(C(=C2)C2=CN(C=1C2=NC(=C(C1)OC)OC)C)S(=O)(=O)C1=CC=C(C=C1)C (3-[4-chloromethyl-1-(toluene-4-sulfonyl)-1H-pyrrolo[2,3-b]pyridin-2-yl]-5,6-dimethoxy-1-methyl-1H-pyrrolo[3,2-b]pyridine), NC1CCC(CC1)NC(OC(C)(C)C)=O (tert-butyl (4-aminocyclohexyl)carbamate). Product: COC1=C(C=C2C(=N1)C(=CN2C)C2=CC=1C(=NC=CC1CNC1CCC(CC1)NC(OC(C)(C)C)=O)N2S(=O)(=O)C2=CC=C(C=C2)C)OC (tert-butyl (4-{[2-(5,6-dimethoxy-1-methyl-1H-pyrrolo[3,2-b]pyridin-3-yl)-1-(toluene-4-sulfonyl)-1H-pyrrolo[2,3-b]pyridin-4-ylmethyl]-amino}cyclohexyl)carbamate). Isolated yield 58.6%. RXN SMILES: Cl[CH2:2][C:3]1[CH:8]=[CH:7][N:6]=[C:5]2[N:9]([S:26]([C:29]3[CH:34]=[CH:33][C:32]([CH3:35])=[CH:31][CH:30]=3)(=[O:28])=[O:27])[C:10]([C:12]3[C:16]4=[N:17][C:18]([O:23][CH3:24])=[C:19]([O:21][CH3:22])[CH:20]=[C:15]4[N:14]([CH3:25])[CH:13]=3)=[CH:11][C:4]=12.[NH2:36][CH:37]1[CH2:42][CH2:41][CH:40]([NH:43][C:44](=[O:50])[O:45][C:46]([CH3:49])([CH3:48])[CH3:47])[CH2:39][CH2:38]1>>[CH3:24][O:23][C:18]1[N:17]=[C:16]2[C:12]([C:10]3[N:9]([S:26]([C:29]4[CH:30]=[CH:31][C:32]([CH3:35])=[CH:33][CH:34]=4)(=[O:28])=[O:27])[C:5]4=[N:6][CH:7]=[CH:8][C:3]([CH2:2][NH:36][CH:37]5[CH2:42][CH2:41][CH:40]([NH:43][C:44](=[O:50])[O:45][C:46]([CH3:48])([CH3:47])[CH3:49])[CH2:39][CH2:38]5)=[C:4]4[CH:11]=3)=[CH:13][N:14]([CH3:25])[C:15]2=[CH:20][C:19]=1[O:21][CH3:22]. Procedure details: The product is prepared by following the procedure described in example 52c starting with 0.3 g of 3-[4-chloromethyl-1-(toluene-4-sulfonyl)-1H-pyrrolo[2,3-b]pyridin-2-yl]-5,6-dimethoxy-1-methyl-1H-pyrrolo[3,2-b]pyridine and 0.315 g of tert-butyl (4-aminocyclohexyl)carbamate instead of the N-Boc-ethylenediamine used in example 52c. 0.237 g of tert-butyl (4-{[2-(5,6-dimethoxy-1-methyl-1H-pyrrolo[3,2-b]pyridin-3-yl)-1-(toluene-4-sulfonyl)-1H-pyrrolo[2,3-b]pyridin-4-ylmethyl]-amino}cyclohexyl)carbam... The reactants are O=C(O)C=Cc1ccc(C(F)(F)F)nc1CCc1ccccc1, COc1nc(OC)nc([N+]2(C)CCOCC2)n1, [Cl-], Cl, CS(=O)(=O)Nc1ccc(CN)cc1, O. Product: CS(=O)(=O)Nc1ccc(CNC(=O)C=Cc2ccc(C(F)(F)F)nc2CCc2ccccc2)cc1. RXN SMILES: [CH2:34]([CH2:35][c:36]1[cH:37][cH:38][cH:39][cH:40][cH:41]1)[c:42]1[n:43][c:44]([C:53]([F:54])([F:55])[F:56])[cH:45][cH:46][c:47]1[CH:48]=[CH:49][C:50](=[O:51])[OH:52].[CH3:17][O:18][c:19]1[n:20][c:21]([O:22][CH3:23])[n:24][c:25]([N+:26]2([CH3:27])[CH2:28][CH2:29][O:30][CH2:31][CH2:32]2)[n:33]1.[Cl-:16].[ClH:14].[NH2:1][CH2:2][c:3]1[cH:4][cH:5][c:6]([NH:9][S:10](=[O:11])(=[O:12])[CH3:13])[cH:7][cH:8]1.[OH2:15]>>[NH:1]([CH2:2][c:3]1[cH:4][cH:5][c:6]([NH:9][S:10](=[O:11])(=[O:12])[CH3:13])[cH:7][cH:8]1)[C:50]([CH:49]=[CH:48][c:47]1[c:42]([CH2:34][CH2:35][c:36]2[cH:37][cH:38][cH:39][cH:40][cH:41]2)[n:43][c:44]([C:53]([F:54])([F:55])[F:56])[cH:45][cH:46]1)=[O:51]. Starting materials: O (water), C(C)(=O)O (acetic acid), O (water), cellulose. Product: O=C[C@H](O)[C@@H](O)[C@H](O)[C@H](O)CO (glucose). Reaction SMILES: [OH2:1].[C:2]([OH:5])(=O)[CH3:3]>>[O:1]=[CH:3][C@@H:2]([C@H:3]([C@@H:2]([C@@H:3]([CH2:2][OH:5])[OH:1])[OH:5])[OH:1])[OH:5]. Procedure: The single bath process according to the invention was formed by adding 28 liters of water to the machine at 100° F., and subsequently raising and controlling the temperature of the bath by means of the integrated heating element to a temperature in the range of 135°-138° F. To the water was added 7 grams (0.25 grams/liter of bath) of a conventional non-ionic detergent which acts as a wetting agent and 14 grams (0.5 grams/liter of bath) of 56% acetic acid to adjust the pH to 4.5-5.5. Subsequentl... Reactants: IC1=CC=C(C=C1)C1=CC=C(C=C1)OC1CN2CCC1CC2 (3-[(4′-iodo-1,1′-biphenyl-4-yl)oxy]quinuclidine), C(C1=CC=CC=C1)NC (benzyl(methyl)amine), (tBu3P)2Pd, CC(C)(C)[O-].[Na+] (tBuONa). The reagents and catalysts are C=1C=CC(=CC1)/C=C/C(=O)/C=C/C2=CC=CC=C2.C=1C=CC(=CC1)/C=C/C(=O)/C=C/C2=CC=CC=C2.C=1C=CC(=CC1)/C=C/C(=O)/C=C/C2=CC=CC=C2.[Pd].[Pd] (Pd2(dba)3). Solvent: C1(=CC=CC=C1)C (toluene), C(C)(=O)OCC (ethyl acetate). Conditions: temperature 110 celsius. The product is N12CC(C(CC1)CC2)OC2=CC=C(C=C2)C2=CC=C(C=C2)N(C)CC2=CC=CC=C2 (N-[4′-(1-azabicyclo[2.2.2]oct-3-yloxy)-1,1′-biphenyl-4-yl]-N-benzyl-N-methylamine). As a reaction SMILES: I[C:2]1[CH:7]=[CH:6][C:5]([C:8]2[CH:13]=[CH:12][C:11]([O:14][CH:15]3[CH:20]4[CH2:21][CH2:22][N:17]([CH2:18][CH2:19]4)[CH2:16]3)=[CH:10][CH:9]=2)=[CH:4][CH:3]=1.[CH2:23]([NH:30][CH3:31])[C:24]1[CH:29]=[CH:28][CH:27]=[CH:26][CH:25]=1.CC([O-])(C)C.[Na+]>C1(C)C=CC=CC=1.C(OCC)(=O)C.C1C=CC(/C=C/C(/C=C/C2C=CC=CC=2)=O)=CC=1.C1C=CC(/C=C/C(/C=C/C2C=CC=CC=2)=O)=CC=1.C1C=CC(/C=C/C(/C=C/C2C=CC=CC=2)=O)=CC=1.[Pd].[Pd]>[N:17]12[CH2:22][CH2:21][CH:20]([CH2:19][CH2:18]1)[CH:15]([O:14][C:11]1[CH:12]=[CH:13][C:8]([C:5]3[CH:6]=[CH:7][C:2]([N:30]([CH2:23][C:24]4[CH:29]=[CH:28][CH:27]=[CH:26][CH:25]=4)[CH3:31])=[CH:3][CH:4]=3)=[CH:9][CH:10]=1)[CH2:16]2 |f:2.3,6.7.8.9.10|. Procedure details: The product of Example 8A (405 mg, 1 mmol) in toluene (5 mL) was treated with benzyl(methyl)amine (Aldrich, 146 mg, 1.2 mmol), Pd2(dba)3 (Strem Chemicals, 24 mg, 0.025 mmol), (tBu3P)2Pd (Strem Chemicals, 26 mg, 0.05 mmol), tBuONa (Aldrich, 105 mg 1.1 mmol) and heated at 110° C. under N2 for 15 hours. The reaction mixture was allowed to cool to room temperature, diluted with ethyl acetate (20 mL), and washed with brine (2×5 mL). The organic phase was concentrated and the title compound was purifi... Starting materials: ClC1=C(C(=O)Cl)C=C(C(=C1Cl)F)F (2,3-dichloro-4,5-difluorobenzoyl chloride), [Mg] (Magnesium), ice water, S(O)(O)(=O)=O (sulfuric acid), C(CC(=O)OCC)(=O)OCC (diethyl malonate). Run in C1(=CC=CC=C1)C (toluene), C(C)O (ethanol), C(Cl)(Cl)(Cl)Cl (carbon tetrachloride), C1(=CC=CC=C1)C (toluene), C(C)O (ethanol). Conditions: time 2 hour. Yields the product ClC1=C(C(=O)C(C(=O)OCC)C(=O)OCC)C=C(C(=C1Cl)F)F (Diethyl 2-(2,3-dichloro-4,5-difluorobenzoyl)-malonate). Isolated yield 107.3%. RXN SMILES: [Mg].[C:2]([O:10][CH2:11][CH3:12])(=[O:9])[CH2:3][C:4]([O:6][CH2:7][CH3:8])=[O:5].[Cl:13][C:14]1[C:22]([Cl:23])=[C:21]([F:24])[C:20]([F:25])=[CH:19][C:15]=1[C:16](Cl)=[O:17].S(=O)(=O)(O)O>C1(C)C=CC=CC=1.C(O)C.C(Cl)(Cl)(Cl)Cl>[Cl:13][C:14]1[C:22]([Cl:23])=[C:21]([F:24])[C:20]([F:25])=[CH:19][C:15]=1[C:16]([CH:3]([C:4]([O:6][CH2:7][CH3:8])=[O:5])[C:2]([O:10][CH2:11][CH3:12])=[O:9])=[O:17]. Reported procedure: Magnesium turnings (0.77 g) and carbon tetrachloride (0.4 ml) was added to absolute ethanol (5.3 ml). To the stirring suspension was added a solution of diethyl malonate (4.89 g) and absolute ethanol (8.5 ml) in toluene (21.3 ml) dropwise during 40 minutes at 20° to 40° C. The mixture was stirred at 50° to 60° C. for 2 hours, and then cooled in an acetone-dry ice bath. A solution of 2,3-dichloro-4,5-difluorobenzoyl chloride (6.00 g) in anhydrous toluene (7.1 ml) was added dropwise to the resulti... Product: FC1=CC=C(C=C1)C(=C(C=O)C=1N=NN(N1)C)C1=CC=C(C=C1)F (3,3-Bis(4-fluorophenyl)-2-(2-methyl-2H-tetrazol-5-yl)-2-propenal). Reaction SMILES: FC1C=CC(C(C2C=CC(F)=CC=2)=C(C2N(C)N=NN=2)C(O)=O)=CC=1.[F:26][C:27]1[CH:32]=[CH:31][C:30]([C:33]([C:44]2[CH:49]=[CH:48][C:47]([F:50])=[CH:46][CH:45]=2)=[C:34]([C:38]2[N:39]=[N:40][N:41]([CH3:43])[N:42]=2)[C:35](O)=[O:36])=[CH:29][CH:28]=1>>[F:26][C:27]1[CH:32]=[CH:31][C:30]([C:33]([C:44]2[CH:45]=[CH:46][C:47]([F:50])=[CH:48][CH:49]=2)=[C:34]([C:38]2[N:39]=[N:40][N:41]([CH3:43])[N:42]=2)[CH:35]=[O:36])=[CH:29][CH:28]=1. Reported procedure: The general procedure of Steps A, B, and C of Example 6 was repeated, except that the 3,3-bis(4-fluorophenyl)-2-(1-methyl-1H-tetrazol-5-yl)-2-propenoic acid utilized in Step A was replaced by 3,3-bis(4-fluorophenyl)-2-(2-methyl-2H-tetrazol-5-yl)-2-propenoic acid [prepared in Example 5] to yield the title compound as a gummy solid in 76% overall yield. MS (CI): m/e=326 for (M+H)+. Starting materials: FC1=CC=C(C=C1)C(=C(C(=O)O)C1=NN=NN1C)C1=CC=C(C=C1)F (3,3-bis(4-fluorophenyl)-2-(1-methyl-1H-tetrazol-5-yl)-2-propenoic acid), FC1=CC=C(C=C1)C(=C(C(=O)O)C=1N=NN(N1)C)C1=CC=C(C=C1)F (3,3-Bis(4-fluorophenyl)-2-(2-methyl-2H-tetrazol-5-yl)-2-propenoic Acid). Starting materials: C(C)OC(C(CCC)CN(C1CCCC1)C1=NC(=NC=C1[N+](=O)[O-])Cl)=O ((rac)-2-{[(2-chloro-5-nitro-pyrimidin-4-yl)-cyclopentyl-amino]-methyl}-pentanoic acid ethyl ester), stannous chloride dihydrate, Cl (hydrochloric acid). The solvent is C(C)O (ethanol). Product: ClC=1N=CC2=C(N(CC(C(N2)=O)CCC)C2CCCC2)N1 ((rac)-2-chloro-9-cyclopentyl-7-propyl-5,7,8,9-tetrahydro-pyrimido[4,5-b][1,4]diazepin-6-one). The yield is 68.0%. RXN SMILES: C([O:3][C:4](=O)[CH:5]([CH2:9][N:10]([C:16]1[C:21]([N+:22]([O-])=O)=[CH:20][N:19]=[C:18]([Cl:25])[N:17]=1)[CH:11]1[CH2:15][CH2:14][CH2:13][CH2:12]1)[CH2:6][CH2:7][CH3:8])C.Cl>C(O)C>[Cl:25][C:18]1[N:19]=[CH:20][C:21]2[NH:22][C:4](=[O:3])[CH:5]([CH2:6][CH2:7][CH3:8])[CH2:9][N:10]([CH:11]3[CH2:15][CH2:14][CH2:13][CH2:12]3)[C:16]=2[N:17]=1. Reported procedure: To a solution of 0.384 g (0.001 mole) of (rac)-2-{[(2-chloro-5-nitro-pyrimidin-4-yl)-cyclopentyl-amino]-methyl}-pentanoic acid ethyl ester (IV-16) in 5 mL of ethanol was added 0.562 g (0.0025 mole) of stannous chloride dihydrate and 0.1 mL of hydrochloric acid. The mixture was heated to 60 degrees for 2 hrs. The solvent was evaporated under reduced pressure. The residue was taken up in 20 mL of water and extracted with three times with 20 mL of ethyl acetate. The combined organic layers were dri...